This data is from the Open Reaction Database (ORD), a public repository of structured organic reaction records. The task is: describe an organic reaction: reactants, conditions, products, and yield Starting materials: C[Si](CCOCN(C1=CC(=NC=2N1N=CC2C=2C=NC1=CC=CC=C1C2)C2=CCN(CC2)C(=O)OC(C)(C)C)COCC[Si](C)(C)C)(C)C (tert-Butyl 4-(7-(bis((2-(trimethylsilyl)ethoxy)methyl)amino)-3-(quinolin-3-yl)pyrazolo[1,5-a]pyrimidin-5-yl)-5,6-dihydropyridine-1(2H)-carboxylate), C(=O)(C(F)(F)F)O (TFA). The product is N1=CC(=CC2=CC=CC=C12)C=1C=NN2C1N=C(C=C2N)C=2CCNCC2 (3-(quinolin-3-yl)-5-(1,2,3,6-tetrahydropyridin-4-yl)pyrazolo[1,5-a]pyrimidin-7-amine). Reaction SMILES: C[Si](C)(C)CCOC[N:7](COCC[Si](C)(C)C)[C:8]1[N:13]2[N:14]=[CH:15][C:16]([C:17]3[CH:18]=[N:19][C:20]4[C:25]([CH:26]=3)=[CH:24][CH:23]=[CH:22][CH:21]=4)=[C:12]2[N:11]=[C:10]([C:27]2[CH2:32][CH2:31][N:30](C(OC(C)(C)C)=O)[CH2:29][CH:28]=2)[CH:9]=1.C(O)(C(F)(F)F)=O>>[N:19]1[C:20]2[C:25](=[CH:24][CH:23]=[CH:22][CH:21]=2)[CH:26]=[C:17]([C:16]2[CH:15]=[N:14][N:13]3[C:8]([NH2:7])=[CH:9][C:10]([C:27]4[CH2:32][CH2:31][NH:30][CH2:29][CH:28]=4)=[N:11][C:12]=23)[CH:18]=1. Reported procedure: tert-Butyl 4-(7-(bis((2-(trimethylsilyl)ethoxy)methyl)amino)-3-(quinolin-3-yl)pyrazolo[1,5-a]pyrimidin-5-yl)-5,6-dihydropyridine-1(2H)-carboxylate (0.057 mmol, 40 mg) was charged to a 20 mL scintillation vial containing 1 mL TFA. The reaction mixture was stirred at room temperature. The reaction mixture was concentrated in vacuo and purified via reverse-phase preparatory HPLC to yield 3-(quinolin-3-yl)-5-(1,2,3,6-tetrahydropyridin-4-yl)pyrazolo[1,5-a]pyrimidin-7-amine (m+H=343.31, retention time... Starting materials: CO, [Na+], [OH-], COC(=O)CS(=O)(=O)CCCCCCn1nc(-c2ccccc2)c(-c2ccccc2)c1-c1ccccc1. Yields the product O=C(O)CS(=O)(=O)CCCCCCn1nc(-c2ccccc2)c(-c2ccccc2)c1-c1ccccc1. Reaction SMILES: [CH3:40][OH:41].[Na+:39].[OH-:38].[c:1]1(-[c:7]2[n:8][n:9]([CH2:24][CH2:25][CH2:26][CH2:27][CH2:28][CH2:29][S:30](=[O:31])(=[O:32])[CH2:33][C:34](=[O:35])[O:36][CH3:37])[c:10](-[c:18]3[cH:19][cH:20][cH:21][cH:22][cH:23]3)[c:11]2-[c:12]2[cH:13][cH:14][cH:15][cH:16][cH:17]2)[cH:2][cH:3][cH:4][cH:5][cH:6]1>>[c:1]1(-[c:7]2[n:8][n:9]([CH2:24][CH2:25][CH2:26][CH2:27][CH2:28][CH2:29][S:30](=[O:31])(=[O:32])[CH2:33][C:34](=[O:35])[OH:36])[c:10](-[c:18]3[cH:19][cH:20][cH:21][cH:22][cH:23]3)[c:11]2-[c:12]2[cH:13][cH:14][cH:15][cH:16][cH:17]2)[cH:2][cH:3][cH:4][cH:5][cH:6]1. Starting materials: C(C)(=O)Cl (acetyl chloride), N1CCOCC1 (morpholine), COC1=C(C=O)C=CC=C1OC (2,3-dimethoxybenzaldehyde). Product: yield, [Cl-].COC1=C(C=[N+]2CCOCC2)C=CC=C1OC (4-(2,3-dimethoxy-benzylidene)-morpholin-4-ium chloride). The yield is 59.0%. As a reaction SMILES: [NH:1]1[CH2:6][CH2:5][O:4][CH2:3][CH2:2]1.[CH3:7][O:8][C:9]1[C:16]([O:17][CH3:18])=[CH:15][CH:14]=[CH:13][C:10]=1[CH:11]=O.C([Cl:22])(=O)C>>[Cl-:22].[CH3:7][O:8][C:9]1[C:16]([O:17][CH3:18])=[CH:15][CH:14]=[CH:13][C:10]=1[CH:11]=[N+:1]1[CH2:6][CH2:5][O:4][CH2:3][CH2:2]1 |f:3.4|. Reported procedure: The reaction of 7.3 ml (0.084 mol) morpholine and 5.8 g (0.035 mol) 2,3-dimethoxybenzaldehyde in accordance with general synthesis instructions 2 and subsequent reaction with 2.1 ml (0.035 mol) acetyl chloride in accordance with general synthesis instructions 3 gave 5.6 g (corresponding to 59% of the yield calculated by theory) 4-(2,3-dimethoxy-benzylidene)-morpholin-4-ium chloride. Starting materials: O=[N+]([O-])c1ccc(Br)cn1, O=C([O-])[O-], CN(C)C=O, [Cs+], [Cs+], O, Cc1cc(C(=O)Nc2cc(O)ccc2C)n(C)n1. The product is Cc1cc(C(=O)Nc2cc(Oc3ccc([N+](=O)[O-])nc3)ccc2C)n(C)n1. Reaction SMILES: [Br:19][c:20]1[cH:21][cH:22][c:23]([N+:26](=[O:27])[O-:28])[n:24][cH:25]1.[C:29](=[O:30])([O-:31])[O-:32].[CH3:35][N:36]([CH3:37])[CH:38]=[O:39].[Cs+:33].[Cs+:34].[OH2:40].[OH:1][c:2]1[cH:3][cH:4][c:5]([CH3:18])[c:6]([NH:8][C:9](=[O:10])[c:11]2[cH:12][c:13]([CH3:17])[n:14][n:15]2[CH3:16])[cH:7]1>>[O:1]([c:2]1[cH:3][cH:4][c:5]([CH3:18])[c:6]([NH:8][C:9](=[O:10])[c:11]2[cH:12][c:13]([CH3:17])[n:14][n:15]2[CH3:16])[cH:7]1)[c:20]1[cH:21][cH:22][c:23]([N+:26](=[O:27])[O-:28])[n:24][cH:25]1. As a reaction SMILES: [C:1]([NH:7][C:8](=[O:30])[NH:9][C:10]1[N:15]=[CH:14][C:13]([O:16][C:17]2[CH:22]=[CH:21][N:20]=[C:19]([NH:23][C:24](=[O:29])OC(C)=C)[CH:18]=2)=[CH:12][CH:11]=1)(=[O:6])[C:2]([CH3:5])([CH3:4])[CH3:3].[CH3:31][O:32][CH2:33][CH2:34][NH2:35].CN1CCCC1>O1CCOCC1.CC#N.O>[CH3:31][O:32][CH2:33][CH2:34][NH:35][C:24](=[O:29])[NH:23][C:19]1[CH:18]=[C:17]([O:16][C:13]2[CH:12]=[CH:11][C:10]([NH:9][C:8]([NH:7][C:1](=[O:6])[C:2]([CH3:5])([CH3:3])[CH3:4])=[O:30])=[N:15][CH:14]=2)[CH:22]=[CH:21][N:20]=1 |f:4.5|. Run in O1CCOCC1 (dioxane), CC#N.O (MeCN H2O). Isolated yield 43.3%. Reported procedure: A mixture of Example C2 (0.120 g, 0.290 mmol), 2-methoxyethylamine (0.1 mL, 1.15 mmol) and N-methylpyrrolidine (0.012 g, 0.145 mmol) in dioxane (5 mL) was heated at 80° C. overnight, cooled to RT, and concentrated to dryness. The residue was dissolved in DCM and stirred with sat'd NaHCO3. The aqueous layer was back-extracted with DCM (3×) and the organic phases combined, dried (Na2SO4) and concentrated to afford a light brown oil. The crude residue was purified via silica gel chromatography (MeO... Product: COCCNC(NC1=NC=CC(=C1)OC=1C=CC(=NC1)NC(=O)NC(C(C)(C)C)=O)=O (N-((5-((2-(3-(2-methoxyethyl)ureido)pyridin-4-yl)oxy)pyridin-2-yl)carbamoyl)pivalamide). Run at time 8 hour. Reactants: C(C(C)(C)C)(=O)NC(NC1=CC=C(C=N1)OC1=CC(=NC=C1)NC(OC(=C)C)=O)=O (prop-1-en-2-yl (4-((6-(3-pivaloylureido)pyridin-3-yl)oxy)pyridin-2-yl)carbamate), COCCN (2-methoxyethylamine), CN1CCCC1 (N-methylpyrrolidine). Reactants: CNC (dimethylamine), C(C)O (ethanol), C(#N)C=1C=CC(=C(C1)S(=O)(=O)Cl)[C@H]1NC(N(C(=C1C#N)C)C1=CC(=CC=C1)C(F)(F)F)=O (5-Cyano-2-{(4S)-5-cyano-6-methyl-2-oxo-1-[3-(trifluoromethyl)phenyl]-1,2,3,4-tetrahydropyrimidin-4-yl}benzenesulfonyl chloride). Run in C1CCOC1 (THF). Reaction conditions: time 8 hour. Product: C(#N)C=1C=CC(=C(C1)S(=O)(=O)N(C)C)[C@H]1NC(N(C(=C1C#N)C)C1=CC(=CC=C1)C(F)(F)F)=O (5-Cyano-2-{(4S)-5-cyano-6-methyl-2-oxo-1-[3-(trifluoromethyl)phenyl]-1,2,3,4-tetrahydropyrimidin-4-yl}-N,N-dimethylbenzenesulfonamide). As a reaction SMILES: [C:1]([C:3]1[CH:4]=[CH:5][C:6]([C@@H:13]2[C:18]([C:19]#[N:20])=[C:17]([CH3:21])[N:16]([C:22]3[CH:27]=[CH:26][CH:25]=[C:24]([C:28]([F:31])([F:30])[F:29])[CH:23]=3)[C:15](=[O:32])[NH:14]2)=[C:7]([S:9](Cl)(=[O:11])=[O:10])[CH:8]=1)#[N:2].[CH3:33][NH:34][CH3:35].C(O)C>C1COCC1>[C:1]([C:3]1[CH:4]=[CH:5][C:6]([C@@H:13]2[C:18]([C:19]#[N:20])=[C:17]([CH3:21])[N:16]([C:22]3[CH:27]=[CH:26][CH:25]=[C:24]([C:28]([F:31])([F:30])[F:29])[CH:23]=3)[C:15](=[O:32])[NH:14]2)=[C:7]([S:9]([N:34]([CH3:35])[CH3:33])(=[O:11])=[O:10])[CH:8]=1)#[N:2]. Reported procedure: 5-Cyano-2-{(4S)-5-cyano-6-methyl-2-oxo-1-[3-(trifluoromethyl)phenyl]-1,2,3,4-tetrahydropyrimidin-4-yl}benzenesulfonyl chloride (40 mg, 83 μmol) was dissolved in THF (5 ml), a 33% strength solution of dimethylamine in ethanol (37 μl, 208 μmol; 2.5 eq.) was added at room temperature and the mixture was stirred overnight. The reaction mixture was then concentrated under reduced pressure and the residue was purified by preparative HPLC (column: Gromsil C-18, 10 μm; mobile phase: acetonitrile/water+0... Reactants: ClCc1ccccc1, CN(C)S(=O)(=O)c1cccc2c1Sc1ccc(O)cc1N2. Yields the product CN(C)S(=O)(=O)c1cccc2c1Sc1ccc(OCc3ccccc3)cc1N2. Reaction SMILES: [Cl:1][CH2:2][c:3]1[cH:4][cH:5][cH:6][cH:7][cH:8]1.[OH:9][c:10]1[cH:11][c:12]2[c:21]([cH:22][cH:23]1)[S:20][c:19]1[c:14]([cH:15][cH:16][cH:17][c:18]1[S:24]([N:25]([CH3:26])[CH3:27])(=[O:28])=[O:29])[NH:13]2>>[CH2:2]([c:3]1[cH:4][cH:5][cH:6][cH:7][cH:8]1)[O:9][c:10]1[cH:11][c:12]2[c:21]([cH:22][cH:23]1)[S:20][c:19]1[c:14]([cH:15][cH:16][cH:17][c:18]1[S:24]([N:25]([CH3:26])[CH3:27])(=[O:28])=[O:29])[NH:13]2. The reactants are C(C)(C)(C)OC(=O)N[C@@H](C(=O)O)C(C1=CC=C(C=C1)C(F)(F)F)O ((R)-2-(tert-butoxycarbonylamino)-3-hydroxy-3-(4-(trifluoromethyl)phenyl)propanoic acid), COC=1C=CC2=C(C1)C(=CC=N2)[C@H]([C@@H]3C[C@@H]4CCN3C[C@@H]4C=C)O (quinine), CC1(OC[C@@]2(O1)C(=O)[C@@H]3[C@H](CO2)OC(O3)(C)C)C (L-enantiomer). Solvent: CCOCC (Et2O). Yields the product C(C)(C)(C)OC(=O)N[C@H](C(=O)O)[C@@H](C1=CC=C(C=C1)C(F)(F)F)O ((2S,3R)-2-(tert-butoxycarbonylamino)-3-hydroxy-3-(4-(trifluoromethyl)phenyl)propanoic acid). Yield: 34.0%. Reaction SMILES: [C:1]([O:5][C:6]([NH:8][C@H:9]([CH:13]([OH:24])[C:14]1[CH:19]=[CH:18][C:17]([C:20]([F:23])([F:22])[F:21])=[CH:16][CH:15]=1)[C:10]([OH:12])=[O:11])=[O:7])([CH3:4])([CH3:3])[CH3:2].COC1C=CC2N=CC=C([C@@H](O)[C@H]3N4C[C@H](C=C)[C@@H](CC4)C3)C=2C=1.CC1(C)O[C@]2(OC[C@@H]3OC(C)(C)O[C@@H]3C2=O)CO1>CCOCC>[C:1]([O:5][C:6]([NH:8][C@@H:9]([C@H:13]([OH:24])[C:14]1[CH:15]=[CH:16][C:17]([C:20]([F:22])([F:23])[F:21])=[CH:18][CH:19]=1)[C:10]([OH:12])=[O:11])=[O:7])([CH3:4])([CH3:2])[CH3:3]. Procedure: To a solution of (R)-2-(tert-butoxycarbonylamino)-3-hydroxy-3-(4-(trifluoromethyl)phenyl)propanoic acid (LXXVIII) (35 g, 100 mmol) in Et2O (600 mL) was added quinine (34 g, 100 mmol) in portions. The reaction was stirred at room temperature for 30 min at which time the white precipitate (L-enantiomer salt) was filtered and washed with Et2O. The solid was taken up in EtOAc/aqueous KHSO4. The organic layer was washed with aqueous KHSO4, brine and dried over MgSO4. The solvent was removed in vacuo ... Yields the product COC(=O)Oc1ccc(-c2ccc(C(=O)O)cc2)cc1. RXN SMILES: [Cl:1][C:2](=[O:3])[O:4][CH3:5].[ClH:24].[Na+:23].[OH-:22].[OH2:25].[OH:6][c:7]1[cH:8][cH:9][c:10](-[c:13]2[cH:14][cH:15][c:16]([C:19](=[O:20])[OH:21])[cH:17][cH:18]2)[cH:11][cH:12]1>>[C:2](=[O:3])([O:4][CH3:5])[O:6][c:7]1[cH:8][cH:9][c:10](-[c:13]2[cH:14][cH:15][c:16]([C:19](=[O:20])[OH:21])[cH:17][cH:18]2)[cH:11][cH:12]1. Starting materials: COC(=O)Cl, Cl, [Na+], [OH-], O, O=C(O)c1ccc(-c2ccc(O)cc2)cc1.